This data is from the Open Reaction Database (ORD), a public repository of structured organic reaction records. The task is: describe an organic reaction: reactants, conditions, products, and yield The reactants are OC1=C(C2=C(C(CCO2)=O)C=C1)CCCCC (2,3-dihydro-7-hydroxy-8-pentyl-4H-1-benzopyran-4-one), COC(CCC1=C(C=CC=C1)OCCCCCOS(=O)(=O)C)=O (2-[[5-[(Methylsulfonyl)oxy]pentyl]oxy]benzenepropanoic Acid Methyl Ester). Yields the product COC(CCC1=C(C=CC=C1)OCCCCCOC1=C(C2=C(C(CCO2)=O)C=C1)CCCCC)=O (2-[5-[(3,4-dihydro-4-oxo-8-pentyl-2H-1-benzopyran-7-yl)oxy]pentyloxy]benzenepropanoic acid methyl ester). Isolated yield 98.0%. As a reaction SMILES: [OH:1][C:2]1[CH:12]=[CH:11][C:5]2[C:6](=[O:10])[CH2:7][CH2:8][O:9][C:4]=2[C:3]=1[CH2:13][CH2:14][CH2:15][CH2:16][CH3:17].[CH3:18][O:19][C:20](=[O:40])[CH2:21][CH2:22][C:23]1[CH:28]=[CH:27][CH:26]=[CH:25][C:24]=1[O:29][CH2:30][CH2:31][CH2:32][CH2:33][CH2:34]OS(C)(=O)=O>>[CH3:18][O:19][C:20](=[O:40])[CH2:21][CH2:22][C:23]1[CH:28]=[CH:27][CH:26]=[CH:25][C:24]=1[O:29][CH2:30][CH2:31][CH2:32][CH2:33][CH2:34][O:1][C:2]1[CH:12]=[CH:11][C:5]2[C:6](=[O:10])[CH2:7][CH2:8][O:9][C:4]=2[C:3]=1[CH2:13][CH2:14][CH2:15][CH2:16][CH3:17]. Reported procedure: Using the procedure of example 11 and starting with 1.25 g (5.34 mmol) of 2,3-dihydro-7-hydroxy-8-pentyl-4H-1-benzopyran-4-one (from example 117) and 1.64 g (4.76 mmol) of 2-[[5-[(methylsulfonyl)oxy]pentyl]oxy]benzenepropanoic acid methyl ester (from example 72), 2-[5-[(3,4-dihydro-4-oxo-8-pentyl-2H-1-benzopyran-7-yl)oxy]pentyloxy]benzenepropanoic acid methyl ester was obtained in 98% yield (2.52 g) as a pale-yellow oil. This diester (5.18 mmol) was saponified with 7.8 mL of 3N aqueous lithium h... Starting materials: C[C@@H]1CC2=CC[C@H]3[C@@H]4C[C@@H](C([C@@]4(C)CC[C@@H]3[C@]2(CC1)C)=O)OS(=O)(=O)C(F)(F)F (3β-methyl-16β-trifluoromethylsulfonyloxy-5-androsten-17-one), C[C@@H]1CC2=CC[C@H]3[C@@H]4C[C@@H](C([C@@]4(C)CC[C@@H]3[C@]2(CC1)C)=O)O (3β-methyl-16β-hydroxy-5-androsten-17-one), FC(S(=O)(=O)O)(F)F (trifluoromethane sulfonic acid), [Cl-].[Li+] (Lithium chloride). Run in CN(C)C=O (DMF), O (Water). Reaction conditions: time 21 hour. Yields the product C[C@@H]1CC2=CC[C@H]3[C@@H]4C[C@H](C([C@@]4(C)CC[C@@H]3[C@]2(CC1)C)=O)Cl (3β-methyl-16α-chloro-5-androsten-17-one). Yield: 96.5%. RXN SMILES: [CH3:1][C@H:2]1[CH2:19][CH2:18][C@@:17]2([CH3:20])[C:4](=[CH:5][CH2:6][C@@H:7]3[C@@H:16]2[CH2:15][CH2:14][C@@:12]2([CH3:13])[C@H:8]3[CH2:9][C@H:10](OS(C(F)(F)F)(=O)=O)[C:11]2=[O:21])[CH2:3]1.C[C@H]1CC[C@@]2(C)C(=CC[C@@H]3[C@@H]2CC[C@@]2(C)[C@H]3C[C@H](O)C2=O)C1.FC(F)(F)S(O)(=O)=O.[Cl-:60].[Li+]>CN(C=O)C.O>[CH3:1][C@H:2]1[CH2:19][CH2:18][C@@:17]2([CH3:20])[C:4](=[CH:5][CH2:6][C@@H:7]3[C@@H:16]2[CH2:15][CH2:14][C@@:12]2([CH3:13])[C@H:8]3[CH2:9][C@@H:10]([Cl:60])[C:11]2=[O:21])[CH2:3]1 |f:3.4|. Procedure: 800 mg of 3β-methyl-16β-trifluoromethylsulfonyloxy-5-androsten-17-one, prepared from 3β-methyl-16β-hydroxy-5-androsten-17-one and trifluoromethane sulfonic acid was placed in 16 ml DMF and was treated with 100 mg Lithium chloride at room temperature. The reaction mixture was stirred magnetically for 21 hours. Water is then added and the resulting crystalline ppt was collected. The crystals were washed with additional water and were then dissolved in CH2Cl2, filtered through anhydrous sodium sulf...